Dataset: the Open Reaction Database (ORD), a public repository of structured organic reaction records. Task: describe an organic reaction: reactants, conditions, products, and yield Starting materials: IC1=NN(C2=NC=NC(=C21)N)[C@@H]2CC[C@H](CC2)N2CCOCC2 ((trans)-3-iodo-1-(4-morpholin-4-yl-cyclohexyl)-1H-pyrazolo[3,4-d]pyrimidin-4-ylamine), BrC1=NN(C2=NC=NC(=C21)N)C(C)(C)C (3-bromo-1-tert-butyl-1H-pyrazolo[3,4-d]pyrimidin-4-ylamine), C1=CC(=CC=2SC3=C(C21)C=CC=C3)B(O)O (dibenzo(b,d)thiophen-3-ylboronic acid). Product: C1=CC(=CC=2SC3=C(C21)C=CC=C3)C3=NN(C2=NC=NC(=C23)N)[C@@H]2CC[C@H](CC2)N2CCOCC2 ((trans)-3-dibenzo(b,d)thien-3-yl-1-(4-morpholin-4-ylcyclohexyl)-1H-pyrazolo[3,4-d]pyrimidin-4-amine). RXN SMILES: I[C:2]1[C:10]2[C:5](=[N:6][CH:7]=[N:8][C:9]=2[NH2:11])[N:4]([C@H:12]2[CH2:17][CH2:16][C@H:15]([N:18]3[CH2:23][CH2:22][O:21][CH2:20][CH2:19]3)[CH2:14][CH2:13]2)[N:3]=1.BrC1C2C(=NC=NC=2N)N(C(C)(C)C)N=1.[CH:39]1[C:47]2[C:46]3[CH:48]=[CH:49][CH:50]=[CH:51][C:45]=3[S:44][C:43]=2[CH:42]=[C:41](B(O)O)[CH:40]=1>>[CH:39]1[C:47]2[C:46]3[CH:48]=[CH:49][CH:50]=[CH:51][C:45]=3[S:44][C:43]=2[CH:42]=[C:41]([C:2]2[C:10]3[C:5](=[N:6][CH:7]=[N:8][C:9]=3[NH2:11])[N:4]([C@H:12]3[CH2:17][CH2:16][C@H:15]([N:18]4[CH2:23][CH2:22][O:21][CH2:20][CH2:19]4)[CH2:14][CH2:13]3)[N:3]=2)[CH:40]=1. Reported procedure: The desired product was prepared by substituting (trans)-3-iodo-1-(4-morpholin-4-yl-cyclohexyl)-1H-pyrazolo[3,4-d]pyrimidin-4-ylamine prepared as described in WO 2005/074603 for 3-bromo-1-tert-butyl-1H-pyrazolo[3,4-d]pyrimidin-4-ylamine and dibenzo(b,d)thiophen-3-ylboronic acid (purchased from Maybridge Chemicals) for EXAMPLE 188C in EXAMPLE 181. 1H NMR (300 MHz, methanol-d4) 8.56 (d, 1H), 8.40 (s, 1H), 8.34 (m, 1H), 8.12 (d, 1H); 7.96 (m, 1H); 7.80 (d, 1H); 7.54 (m, 2H); 4.95 (m, 1H); 4.12 (m, ... Starting materials: Cc1nc(-c2ccc(C#CC3(O)CN4CCC3CC4)cc2)no1, CCO. Product: Cc1nc(-c2ccc(CCC3(O)CN4CCC3CC4)cc2)no1. As a reaction SMILES: [CH3:1][c:2]1[n:3][c:4](-[c:7]2[cH:8][cH:9][c:10]([C:13]#[C:14][C:15]3([OH:23])[CH2:16][N:17]4[CH2:18][CH2:19][CH:20]3[CH2:21][CH2:22]4)[cH:11][cH:12]2)[n:5][o:6]1.[CH3:24][CH2:25][OH:26]>>[CH3:1][c:2]1[n:3][c:4](-[c:7]2[cH:8][cH:9][c:10]([CH2:13][CH2:14][C:15]3([OH:23])[CH2:16][N:17]4[CH2:18][CH2:19][CH:20]3[CH2:21][CH2:22]4)[cH:11][cH:12]2)[n:5][o:6]1. Yields the product ClC(COC(=O)NCC(=O)Cl)(Cl)Cl ({[(2,2,2-trichloroethoxy)carbonyl]amino} acetyl chloride). The solvent is C1(=CC=CC=C1)C (toluene). RXN SMILES: [Cl:1][C:2]([Cl:13])([Cl:12])[CH2:3][O:4][C:5]([NH:7][CH2:8][C:9](O)=[O:10])=[O:6].S(Cl)([Cl:16])=O>C1(C)C=CC=CC=1>[Cl:1][C:2]([Cl:13])([Cl:12])[CH2:3][O:4][C:5]([NH:7][CH2:8][C:9]([Cl:16])=[O:10])=[O:6]. Reported procedure: To a solution of 25 parts of N-[(2,2,2-trichloroethoxy)carbonyl]glycine in 250 parts by volume of toluene is added dropwise with stirring 20 parts of thionyl chloride. The resultant reaction mixture is heated on a steam bath for about 2 hours, then the solvent and excess of thionyl chloride are removed by distillation to afford {[(2,2,2-trichloroethoxy)carbonyl]amino} acetyl chloride represented by the following formula Starting materials: 25, ClC(COC(=O)NCC(=O)O)(Cl)Cl (N-[(2,2,2-trichloroethoxy)carbonyl]glycine), S(=O)(Cl)Cl (thionyl chloride). Reactants: BrC(Br)(Br)Br, CC(C)(C)C#CC#CCO, c1ccc(P(c2ccccc2)c2ccccc2)cc1. Yields the product CC(C)(C)C#CC#CCBr. Reaction SMILES: [C:11]([Br:12])([Br:13])([Br:14])[Br:15].[OH:1][CH2:2][C:3]#[C:4][C:5]#[C:6][C:7]([CH3:8])([CH3:9])[CH3:10].[c:16]1([P:17]([c:18]2[cH:19][cH:20][cH:21][cH:22][cH:23]2)[c:24]2[cH:25][cH:26][cH:27][cH:28][cH:29]2)[cH:30][cH:31][cH:32][cH:33][cH:34]1>>[CH2:2]([C:3]#[C:4][C:5]#[C:6][C:7]([CH3:8])([CH3:9])[CH3:10])[Br:12]. Starting materials: CCCCCC(=O)Cl, OC(c1ccc(OCc2ccccc2)cc1)C(F)(F)F, O, c1ccncc1. Yields the product CCCCCC(=O)OC(c1ccc(OCc2ccccc2)cc1)C(F)(F)F. RXN SMILES: [C:21]([CH2:22][CH2:23][CH2:24][CH2:25][CH3:26])(=[O:27])[Cl:28].[CH2:1]([c:2]1[cH:3][cH:4][cH:5][cH:6][cH:7]1)[O:8][c:9]1[cH:10][cH:11][c:12]([CH:13]([C:14]([F:15])([F:16])[F:17])[OH:18])[cH:19][cH:20]1.[OH2:29].[cH:30]1[cH:31][cH:32][n:33][cH:34][cH:35]1>>[CH2:1]([c:2]1[cH:3][cH:4][cH:5][cH:6][cH:7]1)[O:8][c:9]1[cH:10][cH:11][c:12]([CH:13]([C:14]([F:15])([F:16])[F:17])[O:18][C:21]([CH2:22][CH2:23][CH2:24][CH2:25][CH3:26])=[O:27])[cH:19][cH:20]1.